Dataset: the Open Reaction Database (ORD), a public repository of structured organic reaction records. Task: describe an organic reaction: reactants, conditions, products, and yield Reactants: CSC1=NC=C(C(=N1)NC1=CC=CC=C1)C(=O)OCC (Ethyl 2-methylsulfanyl-4-phenylamino-5-pyrimidinecarboxylate), [OH-].[Na+] (NaOH). Run in C(C)O (ethanol). Run at time 8 hour. Yields the product CSC1=NC=C(C(=N1)NC1=CC=CC=C1)C(=O)O (2-Methylsulfanyl-4-phenylamino-5-pyrimidinecarboxylic acid). Isolated yield 80.2%. As a reaction SMILES: [CH3:1][S:2][C:3]1[N:8]=[C:7]([NH:9][C:10]2[CH:15]=[CH:14][CH:13]=[CH:12][CH:11]=2)[C:6]([C:16]([O:18]CC)=[O:17])=[CH:5][N:4]=1.[OH-].[Na+]>C(O)C>[CH3:1][S:2][C:3]1[N:8]=[C:7]([NH:9][C:10]2[CH:15]=[CH:14][CH:13]=[CH:12][CH:11]=2)[C:6]([C:16]([OH:18])=[O:17])=[CH:5][N:4]=1 |f:1.2|. Reported procedure: A mixture containing 3.98 g (13.75 mmol) of the product prepared in step 20.1, 34.4 mL (34.4 mmol) of 1N NaOH and 35 mL of ethanol is stirred at room temperature overnight. The ethanol is evaporated off under reduced pressure and the residue is diluted in 100 mL of water. 65 mL of aqueous 1N HCl solution are added and the precipitate formed is drained by suction. The solid is rinsed with water and dried under vacuum. 2.88 g of the expected product are obtained in the form of a beige-coloured sol... Reactants: 36g, CN (methylamine), ClC1=NC=C(C=C1)CCl (2-chloro-5-(chloromethyl) pyridine). Solvent: C(C)#N (acetonitrile), C(C)#N (acetonitrile). Yields the product ClC1=NC=C(C=C1)CNC (2-chloro-5(methylaminomethyl)pyridine). RXN SMILES: [Cl:1][C:2]1[CH:7]=[CH:6][C:5]([CH2:8]Cl)=[CH:4][N:3]=1.[CH3:10][NH2:11]>C(#N)C>[Cl:1][C:2]1[CH:7]=[CH:6][C:5]([CH2:8][NH:11][CH3:10])=[CH:4][N:3]=1. Reported procedure: A mixture of 15.05g of 2-chloro-5-(chloromethyl) pyridine and 50ml of acetonitrile was dropwise added to a mixture of 36g of 40% methylamine aqueous solution and 200ml of acetonitrile during an hour at room temperature and stirred for an hour and a half. The reaction mixture was concentrated. The resulting residue to which 100ml of water was added, was neutralized by sodium hydrogen carbonate, saturated with sodium chloride and extracted with dichloromethane (200ml×2). The organic layer was drie...